Dataset: the Open Reaction Database (ORD), a public repository of structured organic reaction records. Task: describe an organic reaction: reactants, conditions, products, and yield Starting materials: C(C)N1CC(CCC1)CCN1C2=NC(=NC(=C2N=C1OC)N)O[C@H](CCC)C (9-[2-(1-Ethyl-3-piperidinyl)ethyl]-2-{[(1S)-1-methylbutyl]oxy}-8-(methyloxy)-9H-purin-6-amine), C[C@@H](CCC)OC1=NC(=C2N=C(N(C2=N1)CCCCC1CNCCC1)OC)N (2-{[(1S)-1-methylbutyl]oxy}-8-(methyloxy)-9-[4-(3-piperidinyl)butyl]-9H-purin-6-amine), ICC (2-iodoethane). Yields the product C(C)N1CC(CCC1)CCCCN1C2=NC(=NC(=C2N=C1OC)N)O[C@H](CCC)C (9-[4-(1-Ethyl-3-piperidinyl)butyl]-2-{[(1S)-1-methylbutyl]oxy}-8-(methyloxy)-9H-purin-6-amine). RXN SMILES: [CH2:1](N1CCCC(CCN2C(OC)=NC3C2=NC(O[C@@H](C)CCC)=NC=3N)C1)[CH3:2].[CH3:29][C@H:30]([O:34][C:35]1[N:43]=[C:42]2[C:38]([N:39]=[C:40]([O:54][CH3:55])[N:41]2[CH2:44][CH2:45][CH2:46][CH2:47][CH:48]2[CH2:53][CH2:52][CH2:51][NH:50][CH2:49]2)=[C:37]([NH2:56])[N:36]=1)[CH2:31][CH2:32][CH3:33].ICC>>[CH2:1]([N:50]1[CH2:51][CH2:52][CH2:53][CH:48]([CH2:47][CH2:46][CH2:45][CH2:44][N:41]2[C:40]([O:54][CH3:55])=[N:39][C:38]3[C:42]2=[N:43][C:35]([O:34][C@@H:30]([CH3:29])[CH2:31][CH2:32][CH3:33])=[N:36][C:37]=3[NH2:56])[CH2:49]1)[CH3:2]. Procedure details: Prepared similarly to Intermediate 46 from 2-{[(1S)-1-methylbutyl]oxy}-8-(methyloxy)-9-[4-(3-piperidinyl)butyl]-9H-purin-6-amine and 2-iodoethane. Reactants: N1=CC(=CC=C1)CC=1C(NC(NC1C)=S)=O (5-(3-pyridylmethyl)-6-methyl-2-thiouracil), CI (methyl iodide), [O-]CC.[Na+] (sodium ethoxide). The solvent is C(C)O (ethanol). Yields the product CSC1=NC(=C(C(N1)=O)CC=1C=NC=CC1)C (2-methylthio-5-(3-pyridylmethyl)-6-methyl-4-pyrimidone). RXN SMILES: [N:1]1[CH:6]=[CH:5][CH:4]=[C:3]([CH2:7][C:8]2[C:9](=[O:16])[NH:10][C:11](=[S:15])[NH:12][C:13]=2[CH3:14])[CH:2]=1.CI.[O-][CH2:20]C.[Na+]>C(O)C>[CH3:20][S:15][C:11]1[NH:10][C:9](=[O:16])[C:8]([CH2:7][C:3]2[CH:2]=[N:1][CH:6]=[CH:5][CH:4]=2)=[C:13]([CH3:14])[N:12]=1 |f:2.3|. Procedure: Treatment of 5-(3-pyridylmethyl)-6-methyl-2-thiouracil with methyl iodide and sodium ethoxide in ethanol at 0° followed by acidification gave 2-methylthio-5-(3-pyridylmethyl)-6-methyl-4-pyrimidone m.p. 208°-211°. Starting materials: CCOC(=O)C1(NC(=O)C2CC3CCC2C3)Cc2ccccc2C1, CCO, [K+], [OH-], O. The product is O=C(NC1(C(=O)O)Cc2ccccc2C1)C1CC2CCC1C2. Reaction SMILES: [CH2:1]([CH3:2])[O:3][C:4](=[O:5])[C:6]1([NH:15][C:16](=[O:17])[CH:18]2[CH:19]3[CH2:20][CH2:21][CH:22]([CH2:23]2)[CH2:24]3)[CH2:7][c:8]2[cH:9][cH:10][cH:11][cH:12][c:13]2[CH2:14]1.[CH3:28][CH2:29][OH:30].[K+:26].[OH-:25].[OH2:27]>>[O:3]=[C:4]([OH:5])[C:6]1([NH:15][C:16](=[O:17])[CH:18]2[CH:19]3[CH2:20][CH2:21][CH:22]([CH2:23]2)[CH2:24]3)[CH2:7][c:8]2[cH:9][cH:10][cH:11][cH:12][c:13]2[CH2:14]1. Reactants: C(C1=CC=CC=C1)OCC(COCC1=CC=CC=C1)O (1,3-dibenzyloxypropan-2-ol), C=O (paraformaldehyde), P(OCC)(OCC)OCC (Triethyl phosphite). Solvent: C(C)(=O)OCC (ethyl acetate), ClCCl (dichloromethane). Run at temperature 140 celsius. Yields the product C(C1=CC=CC=C1)OCC(OCP(OCC)(OCC)=O)COCC1=CC=CC=C1 (Diethyl [2-benzyloxy-1-(benzyloxymethyl)ethoxy]methylphoshonate). Reaction SMILES: [CH2:1]([O:8][CH2:9][CH:10]([OH:20])[CH2:11][O:12][CH2:13][C:14]1[CH:19]=[CH:18][CH:17]=[CH:16][CH:15]=1)[C:2]1[CH:7]=[CH:6][CH:5]=[CH:4][CH:3]=1.[CH2:21]=O.[P:23]([O:30]CC)([O:27][CH2:28][CH3:29])[O:24][CH2:25][CH3:26]>ClCCl.C(OCC)(=O)C>[CH2:13]([O:12][CH2:11][CH:10]([CH2:9][O:8][CH2:1][C:2]1[CH:3]=[CH:4][CH:5]=[CH:6][CH:7]=1)[O:20][CH2:21][P:23](=[O:30])([O:27][CH2:28][CH3:29])[O:24][CH2:25][CH3:26])[C:14]1[CH:19]=[CH:18][CH:17]=[CH:16][CH:15]=1. Procedure details: Dry HCl gas was bubbled through an ice-cooled solution of 1,3-dibenzyloxypropan-2-ol (25 g, 0.092 mol) and paraformaldehyde (2.75 g, 0.092 mol) in dry dichloromethane (100 ml) for 1 hour. The resulting solution was dried (MgSO4) and evaporated to dryness to leave an oil. Triethyl phosphite (15.7 ml, 0.092 mol) was added and the resulting mixture stirred and heated at 140° C. for 16 hours. The liquid obtained was dissolved in ethyl acetate and washed with sodium bicarbonate solution. The organic ... Starting materials: C1CCOC1, COC(=O)c1nn[nH]c1N(C)S(C)(=O)=O, [Na+], [OH-]. Product: CN(c1[nH]nnc1C(=O)O)S(C)(=O)=O. RXN SMILES: [CH2:18]1[O:19][CH2:20][CH2:21][CH2:22]1.[CH3:1][N:2]([c:3]1[c:4]([C:8](=[O:9])[O:10][CH3:11])[n:5][n:6][nH:7]1)[S:12](=[O:13])(=[O:14])[CH3:15].[Na+:17].[OH-:16]>>[CH3:1][N:2]([c:3]1[c:4]([C:8](=[O:9])[OH:10])[n:5][n:6][nH:7]1)[S:12](=[O:13])(=[O:14])[CH3:15]. Starting materials: resultant mixture, O (water), C(C)(=O)C1=CC=CC=C1 (acetophenone), [OH-].[Na+] (sodium hydroxide), CC1=C(C=C(C=O)C=C1)[N+](=O)[O-] (4-methyl-3-nitrobenzaldehyde). The solvent is C(C)O (ethanol). The product is CC1=C(C=C(C=C1)C=CC(=O)C1=CC=CC=C1)[N+](=O)[O-] (3-(4-methyl-3-nitrophenyl)-1-phenyl-2-propen-1-one). Yield: 85.6%. RXN SMILES: [C:1]([C:4]1[CH:9]=[CH:8][CH:7]=[CH:6][CH:5]=1)(=[O:3])[CH3:2].[OH-].[Na+].[CH3:12][C:13]1[CH:20]=[CH:19][C:16]([CH:17]=O)=[CH:15][C:14]=1[N+:21]([O-:23])=[O:22].O>C(O)C>[CH3:12][C:13]1[CH:20]=[CH:19][C:16]([CH:17]=[CH:2][C:1]([C:4]2[CH:9]=[CH:8][CH:7]=[CH:6][CH:5]=2)=[O:3])=[CH:15][C:14]=1[N+:21]([O-:23])=[O:22] |f:1.2|. Procedure details: To a solution of acetophenone (7.4 g) and 4N-sodium hydroxide solution (16 ml) in ethanol {60 ml) was added 4-methyl-3-nitrobenzaldehyde (7.4 g) at ambient temperature under stirring and the resultant mixture was stirred at same condition for 1.5 hours. To the reaction mixture was added water and resulting precipitate was collected by filtration. The precipitate was dissolved in a mixture of ethyl acetate and tetrahydrofuran. The solution was washed with brine and dried over magnesium sulfate. T...